Dataset: the Open Reaction Database (ORD), a public repository of structured organic reaction records. Task: describe an organic reaction: reactants, conditions, products, and yield Reaction SMILES: [CH3:1][n:2]1[c:3]([CH2:7][NH2:8])[cH:4][cH:5][cH:6]1.[CH3:20][CH2:21][O:22][C:23](=[O:24])[CH3:25].[N:9](=[C:10]=[S:11])[CH2:12][CH2:13][c:14]1[cH:15][cH:16][cH:17][cH:18][cH:19]1>>[CH3:1][n:2]1[c:3]([CH2:7][NH:8][C:10]([NH:9][CH2:12][CH2:13][c:14]2[cH:15][cH:16][cH:17][cH:18][cH:19]2)=[S:11])[cH:4][cH:5][cH:6]1. The reactants are Cn1cccc1CN, CCOC(C)=O, S=C=NCCc1ccccc1. Yields the product Cn1cccc1CNC(=S)NCCc1ccccc1.